Task: describe an organic reaction: reactants, conditions, products, and yield. Dataset: the Open Reaction Database (ORD), a public repository of structured organic reaction records Starting materials: BrC1=CC(=C(S1)[N+](=O)[O-])C=O (5-Bromo-2-nitrothiophene-3-carbaldehyde), Cl.NO (hydroxylamine hydrochloride), C(C)(=O)[O-].[Na+] (sodium acetate). The solvent is C(C)O (ethanol). Yields the product BrC1=CC(=C(S1)[N+](=O)[O-])C=NO (5-Bromo-2-nitrothiophene-3-carbaldehyde oxime). Reaction SMILES: [Br:1][C:2]1[S:6][C:5]([N+:7]([O-:9])=[O:8])=[C:4]([CH:10]=O)[CH:3]=1.Cl.[NH2:13][OH:14].C([O-])(=O)C.[Na+]>C(O)C>[Br:1][C:2]1[S:6][C:5]([N+:7]([O-:9])=[O:8])=[C:4]([CH:10]=[N:13][OH:14])[CH:3]=1 |f:1.2,3.4|. Procedure details: 5-Bromo-2-nitrothiophene-3-carbaldehyde (22.5 g, 95 mmol), hydroxylamine hydrochloride (6.96 g, 100 mmol) and sodium acetate (8.21 g, 100 mmol) were stirred in ethanol (225 mL) at room temperature overnight. The solvent was removed in vacuo, saturated NaHCO3 was added and the products extracted into EtOAc (3×). The combined organic extracts were washed with brine, dried over MgSO4, filtered, and concentrated in vacuo to give the title compound as an orange solid. The reactants are C1(=CC=CC=C1)C1=C(O)C=CC(=C1)O (phenylhydroquinone), diol, C1(=CC=CC=C1)C (toluene). Solvent: C(C)(=O)O (acetic acid). Yields the product C1(=CC=CC=C1)C=1C(C=CC(C1)=O)=O (phenyl-p-benzoquinone). As a reaction SMILES: [C:1]1([C:7]2[CH:13]=[C:12]([OH:14])[CH:11]=[CH:10][C:8]=2[OH:9])[CH:6]=[CH:5][CH:4]=[CH:3][CH:2]=1.C1(C)C=CC=CC=1>C(O)(=O)C>[C:1]1([C:7]2[C:8](=[O:9])[CH:10]=[CH:11][C:12](=[O:14])[CH:13]=2)[CH:2]=[CH:3][CH:4]=[CH:5][CH:6]=1. Reported procedure: The procedure described in Example 3 is repeated using 3.8 g (0.02 mole) of phenylhydroquinone as the aromatic diol reactant and 10 mL toluene and 40 mL acetic acid as the solvent. The yield of phenyl-p-benzoquinone obtained is 60%. The reactants are intermediate 45, COC1=C(C(=CC(=C1)CN1CCCC1)Cl)O (2-Methoxy-6-chloro-4-(pyrrolidin-1-ylmethyl)phenol), CC(C)([O-])C.[K+] (potassium tert-butoxide), intermediate 41, CS(=O)(=O)O[C@@H]1C[C@@H](C1)CN1CCOCC1 (cis-3-(Morpholin-4-ylmethyl)cyclobutyl methanesulfonate). Reagents/catalysts: [Br-].C(CCC)[N+](CCCC)(CCCC)CCCC (tetrabutylammonium bromide). The solvent is CCOCC (Et2O), CS(=O)C (DMSO), CS(=O)C (DMSO). Yields the product Cl.Cl.COC1=C(O[C@@H]2C[C@H](C2)CN2CCOCC2)C(=CC(=C1)CN1CCCC1)Cl (4-({trans-3-[2-Methoxy-6-chloro-4-(pyrrolidin-1-ylmethyl)phenoxy]cyclobutyl}methyl)-morpholine Dihydrochloride). Isolated yield 58.1%. As a reaction SMILES: [CH3:1][O:2][C:3]1[CH:8]=[C:7]([CH2:9][N:10]2[CH2:14][CH2:13][CH2:12][CH2:11]2)[CH:6]=[C:5]([Cl:15])[C:4]=1[OH:16].CC(C)([O-])C.[K+].CS(O[C@H:28]1[CH2:31][C@@H:30]([CH2:32][N:33]2[CH2:38][CH2:37][O:36][CH2:35][CH2:34]2)[CH2:29]1)(=O)=O>CS(C)=O.[Br-].C([N+](CCCC)(CCCC)CCCC)CCC.CCOCC>[ClH:15].[ClH:15].[CH3:1][O:2][C:3]1[CH:8]=[C:7]([CH2:9][N:10]2[CH2:11][CH2:12][CH2:13][CH2:14]2)[CH:6]=[C:5]([Cl:15])[C:4]=1[O:16][C@H:28]1[CH2:29][C@H:30]([CH2:32][N:33]2[CH2:34][CH2:35][O:36][CH2:37][CH2:38]2)[CH2:31]1 |f:1.2,5.6,8.9.10|. Reported procedure: A solution of intermediate 45, 2-Methoxy-6-chloro-4-(pyrrolidin-1-ylmethyl)phenol (0.77 g, 3.2 mmol) and potassium tert-butoxide (0.36 g, 3.2 mmol) in DMSO (15 mL) was heated to 90° C. under vigorous stirring in a flow of argon. The mixture was stirred at this temperature for 15 min. A solution of intermediate 41, cis-3-(Morpholin-4-ylmethyl)cyclobutyl methanesulfonate (0.4 g, 1.6 mmol) in DMSO (10 mL) and tetrabutylammonium bromide (1 g, 0.1 mmol) were added. The mixture was stirred at 90-100° ... The reactants are [Al+3], COc1cc(Br)cc(C(=O)O)c1, C1CCOC1, [H-], [H-], [H-], [H-], [Li+]. The product is COc1cc(Br)cc(CO)c1. Reaction SMILES: [Al+3:2].[Br:7][c:8]1[cH:9][c:10]([C:11](=[O:12])[OH:13])[cH:14][c:15]([O:17][CH3:18])[cH:16]1.[CH2:19]1[O:20][CH2:21][CH2:22][CH2:23]1.[H-:1].[H-:4].[H-:5].[H-:6].[Li+:3]>>[Br:7][c:8]1[cH:9][c:10]([CH2:11][OH:12])[cH:14][c:15]([O:17][CH3:18])[cH:16]1. Starting materials: N([C@@H](C(C)C)C(=O)ON1C(=O)CCC1=O)C(=O)OCC1C2=CC=CC=C2C2=CC=CC=C12 (Fmoc-Val-OSu), N[C@@H](CCCCNS(=O)(=O)C1=C(C)C=C(OC)C(C)=C1C)C(=O)O (Lys(Mtr)), 8a. Product: N([C@@H](C(C)C)C(=O)N[C@@H](CCCCNS(=O)(=O)C1=C(C)C=C(OC)C(C)=C1C)C(=O)O)C(=O)OCC1C2=CC=CC=C2C2=CC=CC=C12 (Fmoc-Val-Lys(Mtr)). As a reaction SMILES: [NH:1]([C:16]([O:18][CH2:19][CH:20]1[C:32]2[C:27](=[CH:28][CH:29]=[CH:30][CH:31]=2)[C:26]2[C:21]1=[CH:22][CH:23]=[CH:24][CH:25]=2)=[O:17])[C@H:2]([C:6](ON1C(=O)CCC1=O)=[O:7])[CH:3]([CH3:5])[CH3:4].[NH2:33][C@H:34]([C:54]([OH:56])=[O:55])[CH2:35][CH2:36][CH2:37][CH2:38][NH:39][S:40]([C:43]1[C:52]([CH3:53])=[C:50]([CH3:51])[C:47]([O:48][CH3:49])=[CH:46][C:44]=1[CH3:45])(=[O:42])=[O:41]>>[NH:1]([C:16]([O:18][CH2:19][CH:20]1[C:21]2[C:26](=[CH:25][CH:24]=[CH:23][CH:22]=2)[C:27]2[C:32]1=[CH:31][CH:30]=[CH:29][CH:28]=2)=[O:17])[C@H:2]([C:6]([NH:33][C@H:34]([C:54]([OH:56])=[O:55])[CH2:35][CH2:36][CH2:37][CH2:38][NH:39][S:40]([C:43]1[C:52]([CH3:53])=[C:50]([CH3:51])[C:47]([O:48][CH3:49])=[CH:46][C:44]=1[CH3:45])(=[O:42])=[O:41])=[O:7])[CH:3]([CH3:5])[CH3:4]. Reported procedure: This was prepared from Fmoc-Val-OSu 7b (20.7 mmol) and Lys(Mtr) 2 (9.09 g, 1.05 equiv) as described above for 8a (15.28 g, 100%). 1H-NMR (CDCl3/CD3OD) δ 0.85 (m, 6H), 1.20 (m, 2H), 1.59 (m, 4H), 1.99 (m, 1H), 2.41 (m, 2H), 3.71 (s, 3H), 4.21 (m, 5H), 6.78 (d, 2H), 7.29 (m, 16H), 7.51 (brt, 2H), 7.71 (d, 2H). MS (FAB) 740 (MH)+, 762 (M+Na)+. HRMS Calcd: 740.3700. Found: 740.3712.